Dataset: the Open Reaction Database (ORD), a public repository of structured organic reaction records. Task: describe an organic reaction: reactants, conditions, products, and yield The reactants are Brc1cncc(Br)c1, COCCOC, CC(C)N1CCN(C(=O)c2ccc(B3OC(C)(C)C(C)(C)O3)cc2)CC1, [Na+], [Na+], O=C([O-])[O-]. Yields the product CC(C)N1CCN(C(=O)c2ccc(-c3cncc(Br)c3)cc2)CC1. Reaction SMILES: [Br:33][c:34]1[cH:35][n:36][cH:37][c:38]([Br:39])[cH:40]1.[CH3:41][O:42][CH2:43][CH2:44][O:45][CH3:46].[CH:1]([CH3:2])([CH3:3])[N:4]1[CH2:5][CH2:6][N:7]([C:10](=[O:11])[c:12]2[cH:13][cH:14][c:15]([B:18]3[O:19][C:20]([CH3:21])([CH3:22])[C:23]([CH3:24])([CH3:25])[O:26]3)[cH:16][cH:17]2)[CH2:8][CH2:9]1.[Na+:27].[Na+:28].[O-:29][C:30](=[O:31])[O-:32]>>[CH:1]([CH3:2])([CH3:3])[N:4]1[CH2:5][CH2:6][N:7]([C:10](=[O:11])[c:12]2[cH:13][cH:14][c:15](-[c:38]3[cH:37][n:36][cH:35][c:34]([Br:33])[cH:40]3)[cH:16][cH:17]2)[CH2:8][CH2:9]1. The reactants are N(C(=N)N)C=1SC=C(N1)C1=C(N=C(S1)N(C=O)C)C (5-(2-guanidinothiazol-4-yl)-2-(N-methylformamido)-4-methylthiazole), C([O-])([O-])=O.[K+].[K+] (potassium carbonate), O (water). Solvent: CO (methanol), Cl (hydrochloric acid). Reaction conditions: time 2 hour. Yields the product N(C(=N)N)C=1SC=C(N1)C1=C(N=C(S1)NC)C (5-(2-guanidinothiazol-4-yl)-4-methyl-2-methylaminothiazole). The yield is 77.3%. As a reaction SMILES: [NH:1]([C:5]1[S:6][CH:7]=[C:8]([C:10]2[S:14][C:13]([N:15](C)[CH:16]=O)=[N:12][C:11]=2[CH3:19])[N:9]=1)[C:2]([NH2:4])=[NH:3].O.C(=O)([O-])[O-].[K+].[K+]>CO.Cl>[NH:1]([C:5]1[S:6][CH:7]=[C:8]([C:10]2[S:14][C:13]([NH:15][CH3:16])=[N:12][C:11]=2[CH3:19])[N:9]=1)[C:2]([NH2:4])=[NH:3] |f:2.3.4|. Reported procedure: A solution of 5-(2-guanidinothiazol-4-yl)-2-(N-methylformamido)-4-methylthiazole (1.5 g) in a mixture of methanol (25 ml) and 10% hydrochloric acid was stirred for 2 hours under refluxing. After addition of water (100 ml), the reaction mixture was adjusted to pH 7.0 with 20% aqueous potassium carbonate. The resulting precipitate was collected by filtration, washed with water (10 ml×2) and methanol (15 ml×2) successively and dried over phosphorus pentoxide under reduced pressure to give 5-(2-guan...